Task: describe an organic reaction: reactants, conditions, products, and yield. Dataset: the Open Reaction Database (ORD), a public repository of structured organic reaction records Starting materials: BrC=1C=C(C2=C(CCO2)C1)C(CC(C(F)(F)F)=O)(C)C (4-(5-bromo-2,3-dihydrobenzofuran-7-yl)-1, 1,1-trifluoro-4-methylpentan-2-one), N1=CN=CC(=C1)B(O)O (pyrimidine-5-boronic acid), C([O-])([O-])=O.[K+].[K+] (potassium carbonate). Reagents/catalysts: C=1C=CC(=CC1)[P](C=2C=CC=CC2)(C=3C=CC=CC3)[Pd]([P](C=4C=CC=CC4)(C=5C=CC=CC5)C=6C=CC=CC6)([P](C=7C=CC=CC7)(C=8C=CC=CC8)C=9C=CC=CC9)[P](C=1C=CC=CC1)(C=1C=CC=CC1)C=1C=CC=CC1 (tetrakis(triphenylphosphine)palladium(0)). Run in CO.COCCOC.CN(C)C=O (MeOH DME DMF). Reaction conditions: time 10 minute. The product is FC(C(CC(C)(C1=CC(=CC=2CCOC21)C=2C=NC=NC2)C)=O)(F)F (1,1,1-Trifluoro-4-methyl-4-(5-pyrimidin-5-yl-2,3-dihydrobenzofuran-7-yl)pentan-2-one). Yield: 63.2%. RXN SMILES: Br[C:2]1[CH:3]=[C:4]([C:11]([CH3:20])([CH3:19])[CH2:12][C:13](=[O:18])[C:14]([F:17])([F:16])[F:15])[C:5]2[O:9][CH2:8][CH2:7][C:6]=2[CH:10]=1.[N:21]1[CH:26]=[C:25](B(O)O)[CH:24]=[N:23][CH:22]=1.C(=O)([O-])[O-].[K+].[K+]>C1C=CC([P]([Pd]([P](C2C=CC=CC=2)(C2C=CC=CC=2)C2C=CC=CC=2)([P](C2C=CC=CC=2)(C2C=CC=CC=2)C2C=CC=CC=2)[P](C2C=CC=CC=2)(C2C=CC=CC=2)C2C=CC=CC=2)(C2C=CC=CC=2)C2C=CC=CC=2)=CC=1.CO.COCCOC.CN(C=O)C>[F:15][C:14]([F:17])([F:16])[C:13](=[O:18])[CH2:12][C:11]([CH3:20])([C:4]1[C:5]2[O:9][CH2:8][CH2:7][C:6]=2[CH:10]=[C:2]([C:25]2[CH:26]=[N:21][CH:22]=[N:23][CH:24]=2)[CH:3]=1)[CH3:19] |f:2.3.4,6.7.8,^1:39,41,60,79|. Procedure details: To a mixture of 4-(5-bromo-2,3-dihydrobenzofuran-7-yl)-1, 1,1-trifluoro-4-methylpentan-2-one (1.00 g, 2.8 mmol), pyrimidine-5-boronic acid (529 mg, 4.3 mmol) and potassium carbonate (787 mg) in a sealed tube was added 20 mL of MeOH-DME-DMF (3:2:1). After stirring at room temperature for 10 minutes, tetrakis(triphenylphosphine)palladium(0) (329 mg) was added and the reaction mixture was heated at 120° C. for 40 minutes. After cooling to room temperature, the crude mixture was filtered through a c...